Dataset: the Open Reaction Database (ORD), a public repository of structured organic reaction records. Task: describe an organic reaction: reactants, conditions, products, and yield Reactants: CO, N, C=C(C(=O)OCC)c1ncc2sccn12. Yields the product C=C(C(N)=O)c1ncc2sccn12. As a reaction SMILES: [CH3:17][OH:18].[NH3:16].[s:1]1[c:2]2[n:3]([cH:4][cH:5]1)[c:6]([C:9]([C:10](=[O:11])[O:12][CH2:13][CH3:14])=[CH2:15])[n:7][cH:8]2>>[s:1]1[c:2]2[n:3]([cH:4][cH:5]1)[c:6]([C:9]([C:10](=[O:11])[NH2:16])=[CH2:15])[n:7][cH:8]2. Reaction SMILES: [CH3:38][CH2:39][O:40][CH2:41][CH3:42].[F:48][c:49]1[cH:50][c:51]([NH:52][C:53]([NH:54][C:55](=[O:56])[CH2:57][c:58]2[cH:59][cH:60][cH:61][cH:62][cH:63]2)=[S:64])[cH:65][cH:66][c:67]1[O:68][c:69]1[n:70][cH:71][n:72][c:73]([NH:74][C:75]([N:76]2[CH2:77][CH2:78][CH2:79][CH2:80]2)=[O:81])[cH:82]1.[NH2:1][c:2]1[cH:3][c:4]([F:25])[c:5]([O:6][c:7]2[cH:8][c:9]([NH:13][C:14](=[O:15])[N:16]3[CH2:17][CH2:18][N:19]([CH3:22])[CH2:20][CH2:21]3)[n:10][cH:11][cH:12]2)[cH:23][cH:24]1.[O:43]1[CH2:44][CH2:45][CH2:46][CH2:47]1.[c:26]1([CH2:32][C:33](=[O:34])[N:35]=[C:36]=[O:37])[cH:27][cH:28][cH:29][cH:30][cH:31]1>>[NH:1]([c:2]1[cH:3][c:4]([F:25])[c:5]([O:6][c:7]2[cH:8][c:9]([NH:13][C:14](=[O:15])[N:16]3[CH2:17][CH2:18][N:19]([CH3:22])[CH2:20][CH2:21]3)[n:10][cH:11][cH:12]2)[cH:23][cH:24]1)[C:36]([NH:35][C:33]([CH2:32][c:26]1[cH:27][cH:28][cH:29][cH:30][cH:31]1)=[O:34])=[O:37]. Product: CN1CCN(C(=O)Nc2cc(Oc3ccc(NC(=O)NC(=O)Cc4ccccc4)cc3F)ccn2)CC1. Reactants: CCOCC, O=C(Cc1ccccc1)NC(=S)Nc1ccc(Oc2cc(NC(=O)N3CCCC3)ncn2)c(F)c1, CN1CCN(C(=O)Nc2cc(Oc3ccc(N)cc3F)ccn2)CC1, C1CCOC1, O=C=NC(=O)Cc1ccccc1. Starting materials: NC(CCC(=O)OC)C1=C(C=CC=C1OC)OC (methyl 4-amino-4-(2,6-dimethoxyphenyl)butanoate), N1(N=CC=C1)C=1C=C(C=O)C=CC1 (3-(1H-pyrazol-1-yl)benzaldehyde). Product: N1(N=CC=C1)C=1C=C(CN2C(CCC2C2=C(C=CC=C2OC)OC)=O)C=CC1 (1-(3-(1H-pyrazol-1-yl)benzyl)-5-(2,6-dimethoxyphenyl)pyrrolidin-2-one). RXN SMILES: [NH2:1][CH:2]([C:9]1[C:14]([O:15][CH3:16])=[CH:13][CH:12]=[CH:11][C:10]=1[O:17][CH3:18])[CH2:3][CH2:4][C:5]([O:7]C)=O.[N:19]1([C:24]2[CH:25]=[C:26]([CH:29]=[CH:30][CH:31]=2)[CH:27]=O)[CH:23]=[CH:22][CH:21]=[N:20]1>>[N:19]1([C:24]2[CH:25]=[C:26]([CH:29]=[CH:30][CH:31]=2)[CH2:27][N:1]2[CH:2]([C:9]3[C:14]([O:15][CH3:16])=[CH:13][CH:12]=[CH:11][C:10]=3[O:17][CH3:18])[CH2:3][CH2:4][C:5]2=[O:7])[CH:23]=[CH:22][CH:21]=[N:20]1. Reported procedure: Prepared according to the described general procedure 2 (GP2) by reaction of methyl 4-amino-4-(2,6-dimethoxyphenyl)butanoate with commercially available 3-(1H-pyrazol-1-yl)benzaldehyde. Subsequent purification by preparative HPLC afforded the target compound. LC-MS (conditions A): tR=0.76 min.; [M+H]+: 378.17 g/mol. The reactants are CC1CO1, COc1cc(C2CCNCC2)ccc1Nc1ncc2ccc(-c3ccccc3OC)n2n1, C1CCOC1. Yields the product COc1cc(C2CCN(CC(C)O)CC2)ccc1Nc1ncc2ccc(-c3ccccc3OC)n2n1. As a reaction SMILES: [CH2:33]1[CH:34]([CH3:35])[O:36]1.[CH3:1][O:2][c:3]1[c:4](-[c:9]2[cH:10][cH:11][c:12]3[cH:13][n:14][c:15]([NH:18][c:19]4[c:20]([O:31][CH3:32])[cH:21][c:22]([CH:25]5[CH2:26][CH2:27][NH:28][CH2:29][CH2:30]5)[cH:23][cH:24]4)[n:16][n:17]23)[cH:5][cH:6][cH:7][cH:8]1.[O:37]1[CH2:38][CH2:39][CH2:40][CH2:41]1>>[CH3:1][O:2][c:3]1[c:4](-[c:9]2[cH:10][cH:11][c:12]3[cH:13][n:14][c:15]([NH:18][c:19]4[c:20]([O:31][CH3:32])[cH:21][c:22]([CH:25]5[CH2:26][CH2:27][N:28]([CH2:33][CH:34]([CH3:35])[OH:36])[CH2:29][CH2:30]5)[cH:23][cH:24]4)[n:16][n:17]23)[cH:5][cH:6][cH:7][cH:8]1. Reactants: [Al+3], [H-], [H-], [H-], [H-], [Li+], Nc1ncnc2c1c(-c1ccc(Oc3ccccc3)cc1)cn2C1CCC(CC(=O)O)CC1, [Na+], C1CCOC1, [OH-], O. Yields the product Nc1ncnc2c1c(-c1ccc(Oc3ccccc3)cc1)cn2C1CCC(CCO)CC1. RXN SMILES: [Al+3:35].[H-:34].[H-:37].[H-:38].[H-:39].[Li+:36].[NH2:1][c:2]1[c:3]2[c:4]([n:5][cH:6][n:7]1)[n:8]([CH:24]1[CH2:25][CH2:26][CH:27]([CH2:30][C:31](=[O:32])[OH:33])[CH2:28][CH2:29]1)[cH:9][c:10]2-[c:11]1[cH:12][cH:13][c:14]([O:17][c:18]2[cH:19][cH:20][cH:21][cH:22][cH:23]2)[cH:15][cH:16]1.[Na+:42].[O:43]1[CH2:44][CH2:45][CH2:46][CH2:47]1.[OH-:41].[OH2:40]>>[NH2:1][c:2]1[c:3]2[c:4]([n:5][cH:6][n:7]1)[n:8]([CH:24]1[CH2:25][CH2:26][CH:27]([CH2:30][CH2:31][OH:32])[CH2:28][CH2:29]1)[cH:9][c:10]2-[c:11]1[cH:12][cH:13][c:14]([O:17][c:18]2[cH:19][cH:20][cH:21][cH:22][cH:23]2)[cH:15][cH:16]1. Reactants: C(C)OC(=O)C=1C(=C2C(=C(N1)C#N)N(C=C2)CC2=C(C=CC=C2)F)O (7-cyano-1-(2-fluoro-benzyl)-4-hydroxy-1H-pyrrolo[2,3-c]pyridine-5-carboxylic acid ethyl ester), C(C)(=O)OC(C)=O (acetic anhydride). Solvent: C(C)N(CC)CC (triethyl amine). The product is C(C)OC(=O)C=1C(=C2C(=C(N1)C#N)N(C=C2)CC2=C(C=CC=C2)F)OC(C)=O (4-Acetoxy-7-cyano-1-(2-fluoro-benzyl)-1H-pyrrolo[2,3-c]pyridine-5-carboxylic acid ethyl ester). RXN SMILES: [CH2:1]([O:3][C:4]([C:6]1[C:7]([OH:25])=[C:8]2[CH:16]=[CH:15][N:14]([CH2:17][C:18]3[CH:23]=[CH:22][CH:21]=[CH:20][C:19]=3[F:24])[C:9]2=[C:10]([C:12]#[N:13])[N:11]=1)=[O:5])[CH3:2].[C:26](OC(=O)C)(=[O:28])[CH3:27]>C(N(CC)CC)C>[CH2:1]([O:3][C:4]([C:6]1[C:7]([O:25][C:26](=[O:28])[CH3:27])=[C:8]2[CH:16]=[CH:15][N:14]([CH2:17][C:18]3[CH:23]=[CH:22][CH:21]=[CH:20][C:19]=3[F:24])[C:9]2=[C:10]([C:12]#[N:13])[N:11]=1)=[O:5])[CH3:2]. Procedure details: Prepared in analogy to that of Example 120(a) from 7-cyano-1-(2-fluoro-benzyl)-4-hydroxy-1H-pyrrolo[2,3-c]pyridine-5-carboxylic acid ethyl ester, acetic anhydride, and triethyl amine. The title compound, ESI MS (m/z): 382 (M+H)+. The product is C(=O)(OCC1=CC=CC=C1)N[C@H](C)C(=O)NCC1CC=2C(=C3C=CC(NC3=C(C2)C)=O)O1 (2-(Carbobenzyloxy-D-alanyl)aminomethyl-5-methyl-2,3,6,7-tetrahydrofuro-[2,3-f]quinoline-7-one). Procedure details: 2-Aminomethyl-5-methyl-2,3,6,7-tetrahydrofuro-[2,3-f]quinoline-7-one (2.3 g, 10 mmol) was dissolved in dimethylformamide (100 ml) while cooled on ice. To the obtained mixture, carbobenzyloxy-D-alanine (2.3 g, 10.5 mmol), WSC.HCl (2.3 g, 11.0 mmol), and HOBT (1.4 g, 11.0 mmol) were added, and the resultant mixture was stirred at room temperature for two days. The reaction mixture was condensed under reduced pressure. The obtained residue was extracted with chloroform, washed with 1N-HCl, saturate... Yield: 98.1%. The solvent is CN(C=O)C (dimethylformamide). Reactants: C(=O)(OCC1=CC=CC=C1)N[C@H](C)C(=O)O (carbobenzyloxy-D-alanine), CCN=C=NCCCN(C)C.Cl (WSC.HCl), C=1C=CC2=C(C1)N=NN2O (HOBT), resultant mixture, NCC1CC=2C(=C3C=CC(NC3=C(C2)C)=O)O1 (2-Aminomethyl-5-methyl-2,3,6,7-tetrahydrofuro-[2,3-f]quinoline-7-one). RXN SMILES: [NH2:1][CH2:2][CH:3]1[O:17][C:6]2=[C:7]3[C:12](=[C:13]([CH3:15])[CH:14]=[C:5]2[CH2:4]1)[NH:11][C:10](=[O:16])[CH:9]=[CH:8]3.[C:18]([NH:28][C@@H:29]([C:31](O)=[O:32])[CH3:30])([O:20][CH2:21][C:22]1[CH:27]=[CH:26][CH:25]=[CH:24][CH:23]=1)=[O:19].CCN=C=NCCCN(C)C.Cl.C1C=CC2N(O)N=NC=2C=1>CN(C)C=O>[C:18]([NH:28][C@@H:29]([C:31]([NH:1][CH2:2][CH:3]1[O:17][C:6]2=[C:7]3[C:12](=[C:13]([CH3:15])[CH:14]=[C:5]2[CH2:4]1)[NH:11][C:10](=[O:16])[CH:9]=[CH:8]3)=[O:32])[CH3:30])([O:20][CH2:21][C:22]1[CH:27]=[CH:26][CH:25]=[CH:24][CH:23]=1)=[O:19] |f:2.3|. Reactants: O=C([O-])[O-], Oc1ccc(N2CCN(Cc3ccccc3)CC2)cc1, CN(C)CC(=O)O, Cl, [Cs+], [Cs+], [Cu]I, COc1ccc(I)cc1, C1COCCO1. The product is COc1ccc(Oc2ccc(N3CCN(Cc4ccccc4)CC3)cc2)cc1. As a reaction SMILES: [C:30](=[O:31])([O-:32])[O-:33].[CH2:1]([c:2]1[cH:3][cH:4][cH:5][cH:6][cH:7]1)[N:8]1[CH2:9][CH2:10][N:11]([c:14]2[cH:15][cH:16][c:17]([OH:20])[cH:18][cH:19]2)[CH2:12][CH2:13]1.[CH3:36][N:37]([CH2:38][C:39](=[O:40])[OH:41])[CH3:42].[ClH:43].[Cs+:34].[Cs+:35].[Cu:50][I:51].[I:21][c:22]1[cH:23][cH:24][c:25]([O:28][CH3:29])[cH:26][cH:27]1.[O:44]1[CH2:45][CH2:46][O:47][CH2:48][CH2:49]1>>[CH2:1]([c:2]1[cH:3][cH:4][cH:5][cH:6][cH:7]1)[N:8]1[CH2:9][CH2:10][N:11]([c:14]2[cH:15][cH:16][c:17]([O:20][c:22]3[cH:23][cH:24][c:25]([O:28][CH3:29])[cH:26][cH:27]3)[cH:18][cH:19]2)[CH2:12][CH2:13]1. Starting materials: CCc1c(Cl)nn(C)c1-c1csc(C(=O)OC)c1, [Na+], C1CCOC1, [OH-]. Yields the product CCc1c(Cl)nn(C)c1-c1csc(C(=O)O)c1. Reaction SMILES: [Cl:1][c:2]1[n:3][n:4]([CH3:18])[c:5](-[c:9]2[cH:10][c:11]([C:14](=[O:15])[O:16][CH3:17])[s:12][cH:13]2)[c:6]1[CH2:7][CH3:8].[Na+:20].[O:21]1[CH2:22][CH2:23][CH2:24][CH2:25]1.[OH-:19]>>[Cl:1][c:2]1[n:3][n:4]([CH3:18])[c:5](-[c:9]2[cH:10][c:11]([C:14](=[O:15])[OH:16])[s:12][cH:13]2)[c:6]1[CH2:7][CH3:8]. Reactants: COCCOc1c(S(C)(=O)=O)ccc(C(=O)O)c1C, Cc1ccccc1, CN(C)C=O, O=S(Cl)Cl. Yields the product COCCOc1c(S(C)(=O)=O)ccc(C(=O)Cl)c1C. Reaction SMILES: [CH3:1][O:2][CH2:3][CH2:4][O:5][c:6]1[c:7]([CH3:19])[c:8]([C:9](=[O:10])[OH:11])[cH:12][cH:13][c:14]1[S:15](=[O:16])(=[O:17])[CH3:18].[CH3:29][c:30]1[cH:31][cH:32][cH:33][cH:34][cH:35]1.[O:24]=[CH:25][N:26]([CH3:27])[CH3:28].[S:20]([Cl:21])([Cl:22])=[O:23]>>[CH3:1][O:2][CH2:3][CH2:4][O:5][c:6]1[c:7]([CH3:19])[c:8]([C:9](=[O:10])[Cl:22])[cH:12][cH:13][c:14]1[S:15](=[O:16])(=[O:17])[CH3:18].